The task is: describe an organic reaction: reactants, conditions, products, and yield. This data is from the Open Reaction Database (ORD), a public repository of structured organic reaction records. Starting materials: ClC1=NC(=CC=C1S(=O)(=O)C1=CC=CC=C1)CCC1=C(C=C(C=C1)F)F (2-chloro-6-[2-(2,4-difluorophenyl)ethyl]-3-(phenylsulfonyl)pyridine), FC1=C(C=CC(=C1)F)CCC1=[N+](C=C(C=C1)S(=O)(=O)C1=CC=CC=C1)[O-] (2-[2-(2,4-difluorophenyl)ethyl]-5-(phenylsulfonyl)pyridine 1-oxide). The product is ClC(CC1=C(C=C(C=C1)F)F)C1=NC=C(C=C1)S(=O)(=O)C1=CC=CC=C1 (2-[1-chloro-2-(2,4-difluorophenyl)ethyl]-5-(phenylsulfonyl)pyridine). Reaction SMILES: [Cl:1]C1C(S(C2C=CC=CC=2)(=O)=O)=CC=C(CCC2C=CC(F)=CC=2F)N=1.[F:27][C:28]1[CH:33]=[C:32]([F:34])[CH:31]=[CH:30][C:29]=1[CH2:35][CH2:36][C:37]1[CH:42]=[CH:41][C:40]([S:43]([C:46]2[CH:51]=[CH:50][CH:49]=[CH:48][CH:47]=2)(=[O:45])=[O:44])=[CH:39][N+:38]=1[O-]>>[Cl:1][CH:36]([C:37]1[CH:42]=[CH:41][C:40]([S:43]([C:46]2[CH:51]=[CH:50][CH:49]=[CH:48][CH:47]=2)(=[O:45])=[O:44])=[CH:39][N:38]=1)[CH2:35][C:29]1[CH:30]=[CH:31][C:32]([F:34])=[CH:33][C:28]=1[F:27]. Reported procedure: 2-chloro-6-[2-(2,4-difluorophenyl)ethyl]-3-(phenylsulfonyl)pyridine and the title compound were prepared from 2-[2-(2,4-difluorophenyl)ethyl]-5-(phenylsulfonyl)pyridine 1-oxide according to the method of Example 29 Step 2, separating the products by dry flash column chromatography using toluene-5% ethyl acetate/toluene. m/z (ES+) 394, 396 [MH+].